From a dataset of the Open Reaction Database (ORD), a public repository of structured organic reaction records. describe an organic reaction: reactants, conditions, products, and yield The reactants are CCN1C(=C(C(=C1C2=CC=C(C=C2)Cl)C3=CC(=CC=C3)N4CCN(CC4)C5=CC=C(C=C5)NS(=O)(=O)C6=CC(=C(C=C6)N[C@H](CCN7CCC(CC7)O)CSC8=CC=CC=C8)S(=O)(=O)C(F)(F)F)C(=O)O)C (BM-957), C[Si](C)(C)Br (TMSBr), CCN1C(=C(C(=C1C2=CC=C(C=C2)Cl)C3=CC(=CC=C3)N4CCN(CC4)C5=CC=C(C=C5)NS(=O)(=O)C6=CC(=C(C=C6)N[C@H](CCN7CCC(CC7)O)CSC8=CC=CC=C8)S(=O)(=O)C(F)(F)F)C(=O)O)C (BM-957), CC(N=C=NC(C)C)C (DIC), OCP(OC)(OC)=O (dimethyl (hydroxymethyl)phosphonate). Reagents/catalysts: CN(C)C=1C=CN=CC1 (DMAP). The solvent is C(C)(=O)OCC (ethyl acetate), C(Cl)Cl (DCM). Run at time 20 hour. The product is ClC1=CC=C(C=C1)C1=C(C(=C(N1CC)C)C(=O)OCP(O)(O)=O)C1=CC(=CC=C1)N1CCN(CC1)C1=CC=C(C=C1)NS(=O)(=O)C1=CC(=C(C=C1)N[C@@H](CSC1=CC=CC=C1)CCN1CCC(CC1)O)S(=O)(=O)C(F)(F)F ((R)-(((5-(4-chlorophenyl)-1-ethyl-4-(3-(4-(4-(4-((4-(4-hydroxypiperidin-1-yl)-1-(phenylthio)butan-2-yl)amino)-3-((trifluoromethyl) sulfonyl)phenylsulfonamido)phenyl)piperazin-1-yl)phenyl)-2-methyl-1H-pyrrole-3-carbonyl)oxy)methyl)phosphonic acid). The yield is 70.9%. RXN SMILES: [CH3:1][CH2:2][N:3]1[C:7]([C:8]2[CH:13]=[CH:12][C:11]([Cl:14])=[CH:10][CH:9]=2)=[C:6]([C:15]2[CH:20]=[CH:19][CH:18]=[C:17]([N:21]3[CH2:26][CH2:25][N:24]([C:27]4[CH:32]=[CH:31][C:30]([NH:33][S:34]([C:37]5[CH:42]=[CH:41][C:40]([NH:43][C@@H:44]([CH2:54][S:55][C:56]6[CH:61]=[CH:60][CH:59]=[CH:58][CH:57]=6)[CH2:45][CH2:46][N:47]6[CH2:52][CH2:51][CH:50]([OH:53])[CH2:49][CH2:48]6)=[C:39]([S:62]([C:65]([F:68])([F:67])[F:66])(=[O:64])=[O:63])[CH:38]=5)(=[O:36])=[O:35])=[CH:29][CH:28]=4)[CH2:23][CH2:22]3)[CH:16]=2)[C:5]([C:69]([OH:71])=[O:70])=[C:4]1[CH3:72].CC(C)N=C=NC(C)C.O[CH2:83][P:84](=[O:89])([O:87]C)[O:85]C.C[Si](Br)(C)C>CN(C1C=CN=CC=1)C.C(Cl)Cl.C(OCC)(=O)C>[Cl:14][C:11]1[CH:12]=[CH:13][C:8]([C:7]2[N:3]([CH2:2][CH3:1])[C:4]([CH3:72])=[C:5]([C:69]([O:71][CH2:83][P:84](=[O:85])([OH:89])[OH:87])=[O:70])[C:6]=2[C:15]2[CH:20]=[CH:19][CH:18]=[C:17]([N:21]3[CH2:22][CH2:23][N:24]([C:27]4[CH:28]=[CH:29][C:30]([NH:33][S:34]([C:37]5[CH:42]=[CH:41][C:40]([NH:43][C@H:44]([CH2:45][CH2:46][N:47]6[CH2:48][CH2:49][CH:50]([OH:53])[CH2:51][CH2:52]6)[CH2:54][S:55][C:56]6[CH:57]=[CH:58][CH:59]=[CH:60][CH:61]=6)=[C:39]([S:62]([C:65]([F:66])([F:67])[F:68])(=[O:63])=[O:64])[CH:38]=5)(=[O:36])=[O:35])=[CH:31][CH:32]=4)[CH2:25][CH2:26]3)[CH:16]=2)=[CH:9][CH:10]=1. Procedure: To a solution of BM-957 (100 mg, 0.09 mmol), DIC (18 mg, 0.14 mmol) and DMAP (20 mg, 0.14 mmol) in DCM (2 mL) was added dimethyl (hydroxymethyl)phosphonate (40 mg, 0.28 mmol). The solution was stirred for 6 hours at room temperature until no BM-957 was observed by TLC. The reaction mixture was diluted with ethyl acetate (50 mL), washed with saturated NaHCO3 solution (50 mL), brine (50 mL) and dried over sodium sulfate. The solvent was removed in vacuo to give crude product which was used for nex...